Dataset: the Open Reaction Database (ORD), a public repository of structured organic reaction records. Task: describe an organic reaction: reactants, conditions, products, and yield Reactants: CC(C)(C)N, CCC(C)=O, O=CC=Cc1ccccc1, O. The product is CC(C)(C)N=CC=Cc1ccccc1. As a reaction SMILES: [C:1]([CH3:2])([CH3:3])([CH3:4])[NH2:5].[CH3:16][C:17](=[O:18])[CH2:19][CH3:20].[O:6]=[CH:7][CH:8]=[CH:9][c:10]1[cH:11][cH:12][cH:13][cH:14][cH:15]1.[OH2:21]>>[C:1]([CH3:2])([CH3:3])([CH3:4])[N:5]=[CH:7][CH:8]=[CH:9][c:10]1[cH:11][cH:12][cH:13][cH:14][cH:15]1. The reactants are O=C([O-])[O-], COc1ccc2ncc(F)c(C(O)COS(=O)(=O)c3ccc(C)cc3)c2n1, CO, [K+], [K+], O. Product: COc1ccc2ncc(F)c(C3CO3)c2n1. Reaction SMILES: [C:28](=[O:29])([O-:30])[O-:31].[CH3:1][c:2]1[cH:3][cH:4][c:5]([S:6]([O:7][CH2:12][CH:13]([OH:14])[c:15]2[c:16]([F:27])[cH:17][n:18][c:19]3[cH:20][cH:21][c:22]([O:25][CH3:26])[n:23][c:24]23)(=[O:8])=[O:9])[cH:10][cH:11]1.[CH3:34][OH:35].[K+:32].[K+:33].[OH2:36]>>[CH2:12]1[CH:13]([c:15]2[c:16]([F:27])[cH:17][n:18][c:19]3[cH:20][cH:21][c:22]([O:25][CH3:26])[n:23][c:24]23)[O:14]1. Starting materials: [K+], [K+], Nc1c(Nc2cccnc2)c(=O)c1=O, O=C([O-])[O-], CC(Cl)(Cl)C(NC(=O)c1cccc(Cl)c1)n1nnc2ccccc21. Product: CC(Cl)(Cl)C(NC(=O)c1cccc(Cl)c1)Nc1c(Nc2cccnc2)c(=O)c1=O. Reaction SMILES: [K+:39].[K+:40].[NH2:1][c:2]1[c:3](=[O:14])[c:4](=[O:13])[c:5]1[NH:6][c:7]1[cH:8][n:9][cH:10][cH:11][cH:12]1.[O-:41][C:42]([O-:43])=[O:44].[n:15]1([CH:24]([C:25]([CH3:26])([Cl:27])[Cl:28])[NH:29][C:30]([c:31]2[cH:32][c:33]([Cl:37])[cH:34][cH:35][cH:36]2)=[O:38])[c:16]2[cH:17][cH:18][cH:19][cH:20][c:21]2[n:22][n:23]1>>[NH:1]([c:2]1[c:3](=[O:14])[c:4](=[O:13])[c:5]1[NH:6][c:7]1[cH:8][n:9][cH:10][cH:11][cH:12]1)[CH:24]([C:25]([CH3:26])([Cl:27])[Cl:28])[NH:29][C:30]([c:31]1[cH:32][c:33]([Cl:37])[cH:34][cH:35][cH:36]1)=[O:38]. Reactants: C(C=C)OC(=O)N1C[C@H](C[C@H]1CC1=NC=C2SC=CN21)SC=2[C@@H]([C@H]1N(C2C(=O)OCC=C)C([C@@H]1[C@@H](C)O)=O)C (allyl(1R,5S,6S)-2-[(3S,5R)-1-allyloxycarbonyl-5-(imidazo[5,1-b]thiazol-5-yl)methylpyrrolidin-3-yl]thio-6-((1R)-1-hydroxyethyl)-1-methylcarbapen-2-em-3-carboxylate), CNC1=CC=CC=C1 (N-methylaniline), O (water). The reagents and catalysts are C=1C=CC(=CC1)[P](C=2C=CC=CC2)(C=3C=CC=CC3)[Pd]([P](C=4C=CC=CC4)(C=5C=CC=CC5)C=6C=CC=CC6)([P](C=7C=CC=CC7)(C=8C=CC=CC8)C=9C=CC=CC9)[P](C=1C=CC=CC1)(C=1C=CC=CC1)C=1C=CC=CC1 (Tetrakis(triphenylphosphine)palladium(0)). Solvent: ClCCl (dichloromethane). Yields the product O[C@H](C)[C@@H]1[C@@H]2N(C(=C([C@@H]2C)S[C@@H]2CN[C@@H](C2)CC2=NC=C3SC=CN32)C(=O)O)C1=O ((1R,5S,6S)-6-((1R)-1-hydroxyethyl)-2-[(3S,5R)-5-(imidazo[5,1-b]thiazol-5-yl)methylpyrrolidin-3-yl]thio-1-methylcarbapen-2-em-3-carboxylic acid). Isolated yield 61.8%. RXN SMILES: C(OC([N:7]1[C@H:11]([CH2:12][C:13]2[N:20]3[C:16]([S:17][CH:18]=[CH:19]3)=[CH:15][N:14]=2)[CH2:10][C@H:9]([S:21][C:22]2[C@H:23]([CH3:39])[C@@H:24]3[C@@H:34]([C@H:35]([OH:37])[CH3:36])[C:33](=[O:38])[N:25]3[C:26]=2[C:27]([O:29]CC=C)=[O:28])[CH2:8]1)=O)C=C.CNC1C=CC=CC=1.O>ClCCl.C1C=CC([P]([Pd]([P](C2C=CC=CC=2)(C2C=CC=CC=2)C2C=CC=CC=2)([P](C2C=CC=CC=2)(C2C=CC=CC=2)C2C=CC=CC=2)[P](C2C=CC=CC=2)(C2C=CC=CC=2)C2C=CC=CC=2)(C2C=CC=CC=2)C2C=CC=CC=2)=CC=1>[OH:37][C@@H:35]([C@H:34]1[C:33](=[O:38])[N:25]2[C:26]([C:27]([OH:29])=[O:28])=[C:22]([S:21][C@H:9]3[CH2:10][C@@H:11]([CH2:12][C:13]4[N:20]5[C:16]([S:17][CH:18]=[CH:19]5)=[CH:15][N:14]=4)[NH:7][CH2:8]3)[C@H:23]([CH3:39])[C@H:24]12)[CH3:36] |^1:55,57,76,95|. Reported procedure: Tetrakis(triphenylphosphine)palladium(0) (7.0 mg) is added to a solution of 34.5 mg of allyl(1R,5S,6S)-2-[(3S,5R)-1-allyloxycarbonyl-5-(imidazo[5,1-b]thiazol-5-yl)methylpyrrolidin-3-yl]thio-6-((1R)-1-hydroxyethyl)-1-methylcarbapen-2-em-3-carboxylate and 0.040 ml of N-methylaniline in 1.2 ml of dry dichloromethane in an argon atmosphere at room temperature for 60 min. Distilled water (3 ml) is added thereto, the mixture is washed three times with 6 ml of ethyl acetate, and the aqueous layer is fi...